describe an organic reaction: reactants, conditions, products, and yield From a dataset of the Open Reaction Database (ORD), a public repository of structured organic reaction records. Reactants: C1(CCCCC1)CO (cyclohexylmethanol), [H-].[Na+] (NaH), CN(C)C=O (DMF), ClC1=CC=[N+](C=C1)[O-] (4-chloropyridine N-oxide). The solvent is CC(=O)OC(=O)C (Ac2O), CO.O (CH3OH H2O). Product: C1(CCCCC1)COC1=CC(NC=C1)=O (4-(Cyclohexylmethoxy)pyridin-2(1H)-one). Isolated yield 58.0%. Reaction SMILES: [CH:1]1([CH2:7][OH:8])[CH2:6][CH2:5][CH2:4][CH2:3][CH2:2]1.[H-].[Na+].Cl[C:12]1[CH:17]=[CH:16][N+:15]([O-])=[CH:14][CH:13]=1.CN(C=[O:23])C>CC(OC(C)=O)=O.CO.O>[CH:1]1([CH2:7][O:8][C:12]2[CH:17]=[CH:16][NH:15][C:14](=[O:23])[CH:13]=2)[CH2:6][CH2:5][CH2:4][CH2:3][CH2:2]1 |f:1.2,6.7|. Reported procedure: To a solution of cyclohexylmethanol (1.1 mL, 9.3 mmol) in DMF (8 mL) was added NaH (60% weight dispersion in mineral oil, 0.37 g, 9.3 mmol) in one portion. After the bubbles disappeared, 4-chloropyridine N-oxide (1.0 g, 7.7 mmol) was added. The reaction was stirred at room temperature under Ar until complete. The reaction was quenched with water and the aqueous mixture was extracted with CH2Cl2. The combined organic extracts were washed with H2O and 5% aqueous LiCl and dried over Na2SO4. After f... The reactants are FC1=CC=C(C=C1)CC1=CN=C2C(=C(C(N(C2=C1)CCN1C(CCCC1)=O)=O)C(=O)OCC)O (ethyl 7-[(4-fluorophenyl)methyl]-4-hydroxy-2-oxo-1-[2-(2-oxo-1-piperidinyl)ethyl]-1,2-dihydro-1,5-naphthyridine-3-carboxylate), O1C[C@@H](CC1)N ((3R)-tetrahydro-3-furanamine). The product is FC1=CC=C(C=C1)CC1=CN=C2C(=C(C(N(C2=C1)CCN1C(CCCC1)=O)=O)C(=O)N[C@H]1COCC1)O (7-[(4-fluorophenyl)methyl]-4-hydroxy-2-oxo-1-[2-(2-oxo-1-piperidinyl)ethyl]-N-[(3R)-tetrahydro-3-furanyl]-1,2-dihydro-1,5-naphthyridine-3-carboxamide). Reaction SMILES: [F:1][C:2]1[CH:7]=[CH:6][C:5]([CH2:8][C:9]2[CH:18]=[C:17]3[C:12]([C:13]([OH:34])=[C:14]([C:29](OCC)=[O:30])[C:15](=[O:28])[N:16]3[CH2:19][CH2:20][N:21]3[CH2:26][CH2:25][CH2:24][CH2:23][C:22]3=[O:27])=[N:11][CH:10]=2)=[CH:4][CH:3]=1.[O:35]1[CH2:39][CH2:38][C@@H:37]([NH2:40])[CH2:36]1>>[F:1][C:2]1[CH:7]=[CH:6][C:5]([CH2:8][C:9]2[CH:18]=[C:17]3[C:12]([C:13]([OH:34])=[C:14]([C:29]([NH:40][C@@H:37]4[CH2:38][CH2:39][O:35][CH2:36]4)=[O:30])[C:15](=[O:28])[N:16]3[CH2:19][CH2:20][N:21]3[CH2:26][CH2:25][CH2:24][CH2:23][C:22]3=[O:27])=[N:11][CH:10]=2)=[CH:4][CH:3]=1. Reported procedure: This compound was prepared from ethyl 7-[(4-fluorophenyl)methyl]-4-hydroxy-2-oxo-1-[2-(2-oxo-1-piperidinyl)ethyl]-1,2-dihydro-1,5-naphthyridine-3-carboxylate and (3R)-tetrahydro-3-furanamine using methods similar to Example 563 to provide an off-white solid: 1H NMR (300 MHz, DMSO-d6) δ ppm 1.54-1.65 (m, 4 H), 1.88 (d, J=8.42 Hz, 1 H), 2.04 (t, J=5.69 Hz, 2 H), 2.23-2.32 (m, 1 H), 3.25-3.30 (m, 2 H), 3.45-3.54 (m, 2 H), 3.65 (dd, J=9.16, 2.84 Hz, 1 H), 3.72-3.88 (m, 3 H), 4.17 (s, 2 H), 4.39 (t, ... Starting materials: CCOC(=O)c1c(C)cc2nc(CO)n(-c3ccccc3C(F)(F)F)c(=O)c2c1C, O=C(Cl)Oc1ccccc1, c1ccncc1. The product is CCOC(=O)c1c(C)cc2nc(COC(=O)Oc3ccccc3)n(-c3ccccc3C(F)(F)F)c(=O)c2c1C. RXN SMILES: [CH2:11]([CH3:12])[O:13][C:14](=[O:15])[c:16]1[c:17]([CH3:40])[c:18]2[c:19](=[O:39])[n:20](-[c:29]3[c:30]([C:35]([F:36])([F:37])[F:38])[cH:31][cH:32][cH:33][cH:34]3)[c:21]([CH2:27][OH:28])[n:22][c:23]2[cH:24][c:25]1[CH3:26].[Cl:1][C:2](=[O:3])[O:4][c:5]1[cH:6][cH:7][cH:8][cH:9][cH:10]1.[cH:41]1[cH:42][cH:43][n:44][cH:45][cH:46]1>>[C:2](=[O:3])([O:4][c:5]1[cH:6][cH:7][cH:8][cH:9][cH:10]1)[O:28][CH2:27][c:21]1[n:20](-[c:29]2[c:30]([C:35]([F:36])([F:37])[F:38])[cH:31][cH:32][cH:33][cH:34]2)[c:19](=[O:39])[c:18]2[c:17]([CH3:40])[c:16]([C:14]([O:13][CH2:11][CH3:12])=[O:15])[c:25]([CH3:26])[cH:24][c:23]2[n:22]1. Product: C(C)(C)(C)OC(=O)N1[C@H]2CCC[C@H]2C[C@H]1CNC(=O)C=1C=CC=C2C1CCO2 ((1S,3S,5S)-3-{[(2,3-Dihydro-benzofuran-4-carbonyl)-amino]-methyl}-2-azabicyclo[3.3.0]octane-2-carboxylic acid tert-butyl ester). Starting materials: O1CCC=2C1=CC=CC2C(=O)O (2,3-Dihydro-benzofuran-4-carboxylic acid), C(C)(C)(C)OC(=O)N1[C@H]2CCC[C@H]2C[C@H]1CN ((1S,3S,5S)-3-aminomethyl-2-azabicyclo[3.3.0]octane-2-carboxylic acid tert-butyl ester). As a reaction SMILES: [O:1]1[C:5]2=[CH:6][CH:7]=[CH:8][C:9]([C:10]([OH:12])=O)=[C:4]2[CH2:3][CH2:2]1.[C:13]([O:17][C:18]([N:20]1[C@H:27]([CH2:28][NH2:29])[CH2:26][C@H:25]2[C@@H:21]1[CH2:22][CH2:23][CH2:24]2)=[O:19])([CH3:16])([CH3:15])[CH3:14]>>[C:13]([O:17][C:18]([N:20]1[C@H:27]([CH2:28][NH:29][C:10]([C:9]2[CH:8]=[CH:7][CH:6]=[C:5]3[O:1][CH2:2][CH2:3][C:4]=23)=[O:12])[CH2:26][C@H:25]2[C@@H:21]1[CH2:22][CH2:23][CH2:24]2)=[O:19])([CH3:16])([CH3:15])[CH3:14]. Reported procedure: prepared by reaction of 2,3-Dihydro-benzofuran-4-carboxylic acid with (1S,3S,5S)-3-aminomethyl-2-azabicyclo[3.3.0]octane-2-carboxylic acid tert-butyl ester. LC-MS: tR=1.00 min; [M+H]+=387.1.